Dataset: the Open Reaction Database (ORD), a public repository of structured organic reaction records. Task: describe an organic reaction: reactants, conditions, products, and yield The reactants are S(O)(O)(=O)=O (sulphuric acid), COC(C(=O)C12CCCC2C1)=O (2-(bicyclo-[3.1.0]hex-1-yl)-2-oxoacetic acid methyl ester), [Cl-].[Na+] (sodium chloride), C(C)(C)NC(C)C (diisopropylamine), [Li]CCCC (n-BuLi). Reagents/catalysts: [Br-].C[P+](C1=CC=CC=C1)(C1=CC=CC=C1)C1=CC=CC=C1 (methyltriphenylphosphonium bromide). Solvent: O1CCCC1 (THF), CCCCCC (hexane), O1CCCC1 (tetrahydrofuran). Run at time 10 hour. Product: COC(C(=C)C12CCCC2C1)=O (2-(bicyclo[3.1.0]hex-1-yl)acrylic acid methyl ester). Isolated yield 85.0%. RXN SMILES: [CH:1](NC(C)C)(C)C.[Li]CCCC.[CH3:13][O:14][C:15](=[O:24])[C:16]([C:18]12[CH2:23][CH:22]1[CH2:21][CH2:20][CH2:19]2)=O.S(=O)(=O)(O)O.[Cl-].[Na+]>CCCCCC.[Br-].C[P+](C1C=CC=CC=1)(C1C=CC=CC=1)C1C=CC=CC=1.O1CCCC1>[CH3:13][O:14][C:15](=[O:24])[C:16]([C:18]12[CH2:23][CH:22]1[CH2:21][CH2:20][CH2:19]2)=[CH2:1] |f:4.5,7.8|. Reported procedure: 1.4 ml (10 mmol) diisopropylamine and 65 ml (100 mmol) 1.55 M n-BuLi solution in hexane were added under argon at −78° C. to a well-stirred suspension of 37.5 g (105 mmol) methyltriphenylphosphonium bromide in 400 ml anhydrous tetrahydrofuran (THF). The reaction mixture was allowed to heat to room temperature, cooled again and then at −78° C. a solution of 16.8 g (100 mmol) 2-(bicyclo-[3.1.0]hex-1-yl)-2-oxoacetic acid methyl ester in 20 ml THF was added dropwise so that the temperature did not e... Yields the product CN1CCC(O)(c2cccc3ccc(N(Cc4ccccc4)Cc4ccccc4)cc23)CC1. Starting materials: Brc1cccc2ccc(N(Cc3ccccc3)Cc3ccccc3)cc12, CN1CCC(=O)CC1, [Li]CCCC, C1CCOC1. Reaction SMILES: [Br:1][c:2]1[cH:3][cH:4][cH:5][c:6]2[cH:7][cH:8][c:9]([N:12]([CH2:13][c:14]3[cH:15][cH:16][cH:17][cH:18][cH:19]3)[CH2:20][c:21]3[cH:22][cH:23][cH:24][cH:25][cH:26]3)[cH:10][c:11]12.[CH3:32][N:33]1[CH2:34][CH2:35][C:36](=[O:39])[CH2:37][CH2:38]1.[Li:27][CH2:28][CH2:29][CH2:30][CH3:31].[O:40]1[CH2:41][CH2:42][CH2:43][CH2:44]1>>[c:2]1([C:36]2([OH:39])[CH2:35][CH2:34][N:33]([CH3:32])[CH2:38][CH2:37]2)[cH:3][cH:4][cH:5][c:6]2[cH:7][cH:8][c:9]([N:12]([CH2:13][c:14]3[cH:15][cH:16][cH:17][cH:18][cH:19]3)[CH2:20][c:21]3[cH:22][cH:23][cH:24][cH:25][cH:26]3)[cH:10][c:11]12. Reactants: FC=1C=C2C(N(C(NC2=CC1[N+](=O)[O-])=O)NS(=O)(=O)C)=O (N-(6-Fluoro-7-nitro-2,4-dioxo-1,4-dihydro-2H-quinazolin-3-yl)-methanesulfonamide), N[C@@H](CO)C1=CC=CC=C1 ((R)-2-amino-2-phenyl-ethanol). The product is OC[C@@H](C1=CC=CC=C1)NC=1C=C2C(N(C(NC2=CC1[N+](=O)[O-])=O)NS(=O)(=O)C)=O (N-[6-((R)-2-Hydroxy-1-phenyl-ethylamino)-7-nitro-2,4-dioxo-1,4-dihydro-2H-quinazolin-3-yl]-methanesulfonamide). Isolated yield 75.0%. RXN SMILES: F[C:2]1[CH:3]=[C:4]2[C:9](=[CH:10][C:11]=1[N+:12]([O-:14])=[O:13])[NH:8][C:7](=[O:15])[N:6]([NH:16][S:17]([CH3:20])(=[O:19])=[O:18])[C:5]2=[O:21].[NH2:22][C@H:23]([C:26]1[CH:31]=[CH:30][CH:29]=[CH:28][CH:27]=1)[CH2:24][OH:25]>>[OH:25][CH2:24][C@H:23]([NH:22][C:2]1[CH:3]=[C:4]2[C:9](=[CH:10][C:11]=1[N+:12]([O-:14])=[O:13])[NH:8][C:7](=[O:15])[N:6]([NH:16][S:17]([CH3:20])(=[O:19])=[O:18])[C:5]2=[O:21])[C:26]1[CH:31]=[CH:30][CH:29]=[CH:28][CH:27]=1. Procedure details: N-(6-Fluoro-7-nitro-2,4-dioxo-1,4-dihydro-2H-quinazolin-3-yl)-methanesulfonamide (30 mg, 0.0943 mmol) is reacted with (R)-2-amino-2-phenyl-ethanol according to the GPA affording 31.2 mg (75%) of a red powder. Rt=4.11 min. Starting materials: Cl, CCOP(=O)(CCCN)C(F)F. The product is NCCCP(=O)(O)C(F)F. RXN SMILES: [ClH:13].[NH2:1][CH2:2][CH2:3][CH2:4][P:5]([O:6][CH2:7][CH3:8])(=[O:9])[CH:10]([F:11])[F:12]>>[NH2:1][CH2:2][CH2:3][CH2:4][P:5](=[O:6])([OH:9])[CH:10]([F:11])[F:12]. The reactants are Cl (HCl), OC1=C(C(=CC=2C(=C(OC21)C(=O)OCC)C)C)C (Ethyl 7-hydroxy-3,5,6-trimethylbenzofuran-2-carboxylate), ester, [OH-].[Na+] (NaOH). The solvent is CO.C1CCOC1 (MeOH THF). Run at temperature 0 celsius. Reported procedure: Ethyl 7-hydroxy-3,5,6-trimethylbenzofuran-2-carboxylate (90 g, 0.37 mole) (from Example 2, Step 3) was dissolved in 1:1 MeOH/THF (600 mL) and cooled to 0° C. Dropwise addition of 2N NaOH (750 mL) followed by warming to room temperature for a 2 hr period effected saponification of the ester. The reaction was acidified with conc. HCl (150 mL) and the product extracted into EtOAc, dried (Na2SO4) and the solvent evaporated to give the carboxylic acid used directly in the next step. RXN SMILES: [OH:1][C:2]1[C:10]2[O:9][C:8]([C:11]([O:13]CC)=[O:12])=[C:7]([CH3:16])[C:6]=2[CH:5]=[C:4]([CH3:17])[C:3]=1[CH3:18].[OH-].[Na+].Cl>CO.C1COCC1>[OH:1][C:2]1[C:10]2[O:9][C:8]([C:11]([OH:13])=[O:12])=[C:7]([CH3:16])[C:6]=2[CH:5]=[C:4]([CH3:17])[C:3]=1[CH3:18] |f:1.2,4.5|. The product is OC1=C(C(=CC=2C(=C(OC21)C(=O)O)C)C)C (7-hydroxy-3,5,6-trimethylbenzofuran-2-carboxylic acid).